Task: describe an organic reaction: reactants, conditions, products, and yield. Dataset: the Open Reaction Database (ORD), a public repository of structured organic reaction records Starting materials: O=C(O)c1ccc(CN(C(=O)Nc2cccc(Br)c2)c2ccc(C3CCCCC3)cc2)cc1, CCOC(=O)C(O)CN, CCN=C=NCCCN(C)C, CCOC(C)=O, CCN(C(C)C)C(C)C, Cl, CN(C)C=O, On1nnc2ccccc21. The product is CCOC(=O)C(O)CNC(=O)c1ccc(CN(C(=O)Nc2cccc(Br)c2)c2ccc(C3CCCCC3)cc2)cc1. As a reaction SMILES: [Br:1][c:2]1[cH:3][c:4]([NH:8][C:9]([N:10]([c:11]2[cH:12][cH:13][c:14]([CH:17]3[CH2:18][CH2:19][CH2:20][CH2:21][CH2:22]3)[cH:15][cH:16]2)[CH2:23][c:24]2[cH:25][cH:26][c:27]([C:28](=[O:29])[OH:30])[cH:31][cH:32]2)=[O:33])[cH:5][cH:6][cH:7]1.[CH2:56]([CH3:57])[O:58][C:59]([CH:60]([CH2:61][NH2:62])[OH:63])=[O:64].[CH3:34][CH2:35][N:36]=[C:37]=[N:38][CH2:39][CH2:40][CH2:41][N:42]([CH3:43])[CH3:44].[CH3:79][CH2:80][O:81][C:82](=[O:83])[CH3:84].[CH:65]([N:66]([CH2:67][CH3:68])[CH:69]([CH3:70])[CH3:71])([CH3:72])[CH3:73].[ClH:55].[O:74]=[CH:75][N:76]([CH3:77])[CH3:78].[OH:45][n:46]1[c:47]2[c:48]([cH:49][cH:50][cH:51][cH:52]2)[n:53][n:54]1>>[Br:1][c:2]1[cH:3][c:4]([NH:8][C:9]([N:10]([c:11]2[cH:12][cH:13][c:14]([CH:17]3[CH2:18][CH2:19][CH2:20][CH2:21][CH2:22]3)[cH:15][cH:16]2)[CH2:23][c:24]2[cH:25][cH:26][c:27]([C:28](=[O:29])[NH:62][CH2:61][CH:60]([C:59]([O:58][CH2:56][CH3:57])=[O:64])[OH:63])[cH:31][cH:32]2)=[O:33])[cH:5][cH:6][cH:7]1. Starting materials: CC(C)C[Al+]CC(C)C, CCCC1CCC(C2CCC(c3ccc(-c4ccc(OCC)c(F)c4F)c(F)c3F)C(=O)O2)CC1, Cc1ccccc1, O=CO, [H-]. Product: CCCC1CCC(C2CCC(c3ccc(-c4ccc(OCC)c(F)c4F)c(F)c3F)C(O)O2)CC1. As a reaction SMILES: [CH2:44]([Al+:45][CH2:46][CH:47]([CH3:48])[CH3:49])[CH:50]([CH3:51])[CH3:52].[CH2:8]([CH3:9])[O:10][c:11]1[c:12]([F:42])[c:13]([F:41])[c:14](-[c:17]2[c:18]([F:40])[c:19]([F:39])[c:20]([CH:23]3[C:24](=[O:38])[O:25][CH:26]([CH:29]4[CH2:30][CH2:31][CH:32]([CH2:35][CH2:36][CH3:37])[CH2:33][CH2:34]4)[CH2:27][CH2:28]3)[cH:21][cH:22]2)[cH:15][cH:16]1.[CH3:1][c:2]1[cH:3][cH:4][cH:5][cH:6][cH:7]1.[CH:53]([OH:54])=[O:55].[H-:43]>>[CH2:8]([CH3:9])[O:10][c:11]1[c:12]([F:42])[c:13]([F:41])[c:14](-[c:17]2[c:18]([F:40])[c:19]([F:39])[c:20]([CH:23]3[CH:24]([OH:38])[O:25][CH:26]([CH:29]4[CH2:30][CH2:31][CH:32]([CH2:35][CH2:36][CH3:37])[CH2:33][CH2:34]4)[CH2:27][CH2:28]3)[cH:21][cH:22]2)[cH:15][cH:16]1. The reactants are FC1=CC=C(C=C1)C1=NOC(=C1)CNC1=C(C(=NC(=C1C)C)N(CC1=CC=C(C=C1)OC)CC1=CC=C(C=C1)OC)N (N4-{[3-(4-Fluorophenyl)isoxazol-5-yl]methyl}-N2,N2-bis(4-methoxybenzyl)-5,6-dimethylpyridine-2,3,4-triamine), Cl.N1=CC=CC=C1 (pyridine hydrochloride), C(OCC)(OCC)OCC (triethyl orthoformate), C(OCC)(OCC)OCC (triethyl orthoformate), Cl (hydrochloride). The solvent is C1(=CC=CC=C1)C (toluene). Yields the product FC1=CC=C(C=C1)C1=NOC(=C1)CN1C=NC=2C(=NC(=C(C21)C)C)N(CC2=CC=C(C=C2)OC)CC2=CC=C(C=C2)OC (1-{[3-(4-fluorophenyl)isoxazol-5-yl]methyl}-N,N-bis(4-methoxybenzyl)-6,7-dimethyl-1H-imidazo[4,5-c]pyridin-4-amine). The yield is 32.7%. RXN SMILES: [F:1][C:2]1[CH:7]=[CH:6][C:5]([C:8]2[CH:12]=[C:11]([CH2:13][NH:14][C:15]3[C:20]([CH3:21])=[C:19]([CH3:22])[N:18]=[C:17]([N:23]([CH2:33][C:34]4[CH:39]=[CH:38][C:37]([O:40][CH3:41])=[CH:36][CH:35]=4)[CH2:24][C:25]4[CH:30]=[CH:29][C:28]([O:31][CH3:32])=[CH:27][CH:26]=4)[C:16]=3[NH2:42])[O:10][N:9]=2)=[CH:4][CH:3]=1.[CH:43](OCC)(OCC)OCC.Cl.Cl.N1C=CC=CC=1>C1(C)C=CC=CC=1>[F:1][C:2]1[CH:7]=[CH:6][C:5]([C:8]2[CH:12]=[C:11]([CH2:13][N:14]3[C:15]4[C:20]([CH3:21])=[C:19]([CH3:22])[N:18]=[C:17]([N:23]([CH2:24][C:25]5[CH:30]=[CH:29][C:28]([O:31][CH3:32])=[CH:27][CH:26]=5)[CH2:33][C:34]5[CH:35]=[CH:36][C:37]([O:40][CH3:41])=[CH:38][CH:39]=5)[C:16]=4[N:42]=[CH:43]3)[O:10][N:9]=2)=[CH:4][CH:3]=1 |f:3.4|. Reported procedure: N4-{[3-(4-Fluorophenyl)isoxazol-5-yl]methyl}-N2,N2-bis(4-methoxybenzyl)-5,6-dimethylpyridine-2,3,4-triamine (6.00 g, 10.6 mmol), triethyl orthoformate (2.6 mL, 16 mmol), concentrated hydrochloride acid (0.2 mL), and toluene (30 mL) were combined at heated at reflux for 24 hours. An analysis by HPLC indicated the reaction was incomplete. Therefore, pyridine hydrochloride (0.25 g) was added, and the reaction vessel was fitted with a Dean-Stark trap. The reaction was heated at reflux for an additio... Starting materials: COCOc1ccc2c(=O)c(OCOC)c(-c3ccc(OCc4ccccc4)c(OCOC)c3)oc2c1, CO. Yields the product COCOc1ccc2c(=O)c(OCOC)c(-c3ccc(O)c(OCOC)c3)oc2c1. RXN SMILES: [CH2:1]([c:2]1[cH:3][cH:4][cH:5][cH:6][cH:7]1)[O:8][c:9]1[c:10]([O:34][CH2:35][O:36][CH3:37])[cH:11][c:12](-[c:15]2[o:16][c:17]3[cH:18][c:19]([O:30][CH2:31][O:32][CH3:33])[cH:20][cH:21][c:22]3[c:23](=[O:29])[c:24]2[O:25][CH2:26][O:27][CH3:28])[cH:13][cH:14]1.[CH3:38][OH:39]>>[OH:8][c:9]1[c:10]([O:34][CH2:35][O:36][CH3:37])[cH:11][c:12](-[c:15]2[o:16][c:17]3[cH:18][c:19]([O:30][CH2:31][O:32][CH3:33])[cH:20][cH:21][c:22]3[c:23](=[O:29])[c:24]2[O:25][CH2:26][O:27][CH3:28])[cH:13][cH:14]1. Reactants: Cl.O1C(CCC1)C(=O)N1CCN(CC1)CC(=O)O (2-(4-(tetrahydrofuran-2-carbonyl)piperazin-1-yl)acetic acid hydrochloride), N[C@H](C(=O)NC1=CC=C(C=C1)OC1=CC=C(C=C1)F)COCC1=CC=CC=C1 ((S)-2-amino-3-(benzyloxy)-N-(4-(4-fluorophenoxy)phenyl)propanamide). Product: Compound 237, C(C1=CC=CC=C1)OC[C@@H](C(=O)NC1=CC=C(C=C1)OC1=CC=C(C=C1)F)NC(CN1CCN(CC1)C(=O)C1OCCC1)=O ((2S)-3-(benzyloxy)-N-(4-(4-fluorophenoxy)phenyl)-2-(2-(4-(tetrahydrofuran-2-carbonyl)piperazin-1-yl)acetamido)propanamide). Yield: 39.9%. RXN SMILES: Cl.[O:2]1[CH2:6][CH2:5][CH2:4][CH:3]1[C:7]([N:9]1[CH2:14][CH2:13][N:12]([CH2:15][C:16]([OH:18])=O)[CH2:11][CH2:10]1)=[O:8].[NH2:19][C@@H:20]([CH2:38][O:39][CH2:40][C:41]1[CH:46]=[CH:45][CH:44]=[CH:43][CH:42]=1)[C:21]([NH:23][C:24]1[CH:29]=[CH:28][C:27]([O:30][C:31]2[CH:36]=[CH:35][C:34]([F:37])=[CH:33][CH:32]=2)=[CH:26][CH:25]=1)=[O:22]>>[CH2:40]([O:39][CH2:38][C@H:20]([NH:19][C:16](=[O:18])[CH2:15][N:12]1[CH2:11][CH2:10][N:9]([C:7]([CH:3]2[CH2:4][CH2:5][CH2:6][O:2]2)=[O:8])[CH2:14][CH2:13]1)[C:21]([NH:23][C:24]1[CH:29]=[CH:28][C:27]([O:30][C:31]2[CH:36]=[CH:35][C:34]([F:37])=[CH:33][CH:32]=2)=[CH:26][CH:25]=1)=[O:22])[C:41]1[CH:46]=[CH:45][CH:44]=[CH:43][CH:42]=1 |f:0.1|. Reported procedure: Proceeding as in Example 1, but substituting 2-(4-(tetrahydrofuran-2-carbonyl)piperazin-1-yl)acetic acid hydrochloride and (S)-2-amino-3-(benzyloxy)-N-(4-(4-fluorophenoxy)phenyl)propanamide, gave Compound 237, (2S)-3-(benzyloxy)-N-(4-(4-fluorophenoxy)phenyl)-2-(2-(4-(tetrahydrofuran-2-carbonyl)piperazin-1-yl)acetamido)propanamide (19.3 mg, 39.9%). Major isomer: 1H-NMR (400 MHz, DMSO-D6): σ 10.24 (s, 1H), 8.03 (d, 1H), 7.61 (d, 2H), 7.30 (m, 5H), 7.21 (t, 2H), 7.04-6.99 (m, 4H), 4.70 (m, 1H), 4.6... Run in O1CCOCC1 (dioxane). Product: CC1(OC2=CC=C(C=C2C(=C1)SC1=NC=CC=C1)C#N)C (2,2-dimethyl-4-(2-pyridylthio)-6-cyano-3-chromene). RXN SMILES: [CH3:1][C:2]1([CH3:22])[CH:11](O)[CH:10]([S:13][C:14]2[CH:19]=[CH:18][CH:17]=[CH:16][N:15]=2)[C:9]2[C:4](=[CH:5][CH:6]=[C:7]([C:20]#[N:21])[CH:8]=2)[O:3]1.[OH-].[Na+]>O1CCOCC1>[CH3:1][C:2]1([CH3:22])[CH:11]=[C:10]([S:13][C:14]2[CH:19]=[CH:18][CH:17]=[CH:16][N:15]=2)[C:9]2[C:4](=[CH:5][CH:6]=[C:7]([C:20]#[N:21])[CH:8]=2)[O:3]1 |f:1.2|. Procedure details: A mixture of 10 g of 2,2-dimethyl-4-(2-pyridylthio)-6-cyano-3-chromanol, 3 g of sodium hydroxide a 350 ml of dioxane is boiled for 20-minutes. The mixture is cooled and filtered, the filtrate is evaporated and 2,2-dimethyl-4-(2-pyridylthio)-6-cyano-3-chromene, m.p. 110°-112°, is obtained. Reactants: CC1(OC2=CC=C(C=C2C(C1O)SC1=NC=CC=C1)C#N)C (2,2-dimethyl-4-(2-pyridylthio)-6-cyano-3-chromanol), [OH-].[Na+] (sodium hydroxide).